From a dataset of the Open Reaction Database (ORD), a public repository of structured organic reaction records. describe an organic reaction: reactants, conditions, products, and yield The reactants are C(C1=CC=CC=C1)(C1=CC=CC=C1)(C1=CC=CC=C1)NC1[C@@H]2N(C(=C(CS2)C(C)C)C(=O)OC(C)(C)C)C1=O (tert.butyl 7-tritylamino-3-isopropyl-3-cepheme-4-carboxylate), Cl (hydrochloric acid). The solvent is [N+](=O)([O-])C (nitromethane). Run at time 15 minute. The product is N[C@@H]1[C@@H]2N(C(=C(CS2)C(C)C)C(=O)O)C1=O (cis 7-amino-3-isopropyl-3-cepheme-4-carboxylic acid). Isolated yield 84.2%. Reaction SMILES: C([NH:20][CH:21]1[C:38](=[O:39])[N:23]2[C:24]([C:31]([O:33]C(C)(C)C)=[O:32])=[C:25]([CH:28]([CH3:30])[CH3:29])[CH2:26][S:27][C@H:22]12)(C1C=CC=CC=1)(C1C=CC=CC=1)C1C=CC=CC=1.Cl>[N+](C)([O-])=O>[NH2:20][C@H:21]1[C:38](=[O:39])[N:23]2[C:24]([C:31]([OH:33])=[O:32])=[C:25]([CH:28]([CH3:30])[CH3:29])[CH2:26][S:27][C@H:22]12. Procedure: A mixture of 541 mg of tert.butyl 7-tritylamino-3-isopropyl-3-cepheme-4-carboxylate in 11 ml of nitromethane was cooled on an ice bath and a current of gaseous hydrochloric acid was passed therethrough for 15 minutes. The mixture was evaporated to dryness and the residue was taken up in ether. The ether solution was vacuum filtered and the residue was washed with ether and dried. The residue was taken up in 1 ml of water and the pH was adjusted to 4 by addition of pyridine. The mixture was vacuu... Starting materials: O1C(=CC=C1)C=C(C#N)C#N ((2-furanylmethylene)malononitrile), C(CC(=O)C)(=O)OCC (ethyl acetoacetate). The reagents and catalysts are N1CCCC1 (pyrrolidine). Run in C(C)O (ethanol). The product is NC1=C(C(C(=C(O1)C)C(=O)OCC)C=1OC=CC1)C#N (ethyl 6-amino-5-cyano-4-(furan-2-yl)-2-methyl-4H-pyran-3-carboxylate). Yield: 54.9%. As a reaction SMILES: [O:1]1[CH:5]=[CH:4][CH:3]=[C:2]1[CH:6]=[C:7]([C:10]#[N:11])[C:8]#[N:9].[C:12]([O:18][CH2:19][CH3:20])(=[O:17])[CH2:13][C:14]([CH3:16])=[O:15]>C(O)C.N1CCCC1>[NH2:9][C:8]1[O:15][C:14]([CH3:16])=[C:13]([C:12]([O:18][CH2:19][CH3:20])=[O:17])[CH:6]([C:2]2[O:1][CH:5]=[CH:4][CH:3]=2)[C:7]=1[C:10]#[N:11]. Procedure: To a solution of (2-furanylmethylene)malononitrile (0.72 g, 5.0 mmole) in hot ethanol (5.0 ml) was added ethyl acetoacetate (0.647 ml, 5.0 mmole) followed by 1 drop of pyrrolidine. The mixture was refluxed for 15 h. Upon cooling the mixture to room temperature a precipitate formed. The mixture was filtered to provide the desired product (0.753 g, 55%) as pinkish powder. Rf=0.4 in 50% ethyl actetate:hexanes. 1H NMR (400 MHz; CDCl3) d 7.295 (m, 1H); 6.27 (dd, 1H, J=3.1, 1.95 Hz); 6.10 (d, 1H, J=3.... The reactants are C(#C)C1(COC(OC1)(C)C)NC(OC(C)(C)C)=O (tert-butyl 5-ethynyl-2,2-dimethyl-1,3-dioxan-5-ylcarbamate), IC=1C=C2CN(CC2=CC1)C(C1=CC=CC=C1)(C1=CC=CC=C1)C1=CC=CC=C1 (5-iodo-2-tritylisoindoline), C#CCCCCCC (1-octyne), BrC1=CC=C(C=C1)S(=O)(=O)NC1C2C(C(CC1)C2)(C)C (4-Bromo-N-(6,6-dimethylbicyclo[3.1.1]heptan-2-yl)benzenesulfonamide). Product: C(C)(C)(C)OC(NC1(COC(OC1)(C)C)C#CC1=CC=C(C=C1)S(NC1C2C(C(CC1)C2)(C)C)(=O)=O)=O (tert-Butyl-5-((4-(N-(6,6-dimethylbicyclo[3.1.1]heptan-2-yl)sulfamoyl)phenyl)ethynyl)-2,2-dimethyl-1,3-dioxan-5-ylcarbamate). The yield is 46.0%. Reaction SMILES: [C:1]([C:3]1([NH:11][C:12](=[O:18])[O:13][C:14]([CH3:17])([CH3:16])[CH3:15])[CH2:8][O:7][C:6]([CH3:10])([CH3:9])[O:5][CH2:4]1)#[CH:2].C#CCCCCCC.Br[C:28]1[CH:33]=[CH:32][C:31]([S:34]([NH:37][CH:38]2[CH2:43][CH2:42][CH:41]3[CH2:44][CH:39]2[C:40]3([CH3:46])[CH3:45])(=[O:36])=[O:35])=[CH:30][CH:29]=1.IC1C=C2C(=CC=1)CN(C(C1C=CC=CC=1)(C1C=CC=CC=1)C1C=CC=CC=1)C2>>[C:14]([O:13][C:12](=[O:18])[NH:11][C:3]1([C:1]#[C:2][C:28]2[CH:29]=[CH:30][C:31]([S:34](=[O:35])(=[O:36])[NH:37][CH:38]3[CH2:43][CH2:42][CH:41]4[CH2:44][CH:39]3[C:40]4([CH3:45])[CH3:46])=[CH:32][CH:33]=2)[CH2:8][O:7][C:6]([CH3:10])([CH3:9])[O:5][CH2:4]1)([CH3:17])([CH3:16])[CH3:15]. Reported procedure: When tert-butyl 5-ethynyl-2,2-dimethyl-1,3-dioxan-5-ylcarbamate was substituted for 1-octyne and the product of Step A was substituted for 5-iodo-2-tritylisoindoline in Example 2, Step D, the similar process afforded the title compound in 46% yield, as a creamy paste. 1H-NMR (CDCl3) 0.85 (s, 3H); 1.1 (s, 3H); 1.44 (s, 3H); 1.46 (s, 9H); 1.48 (s, 3H); 1.63-1.65 (m, 2H); 1.79-1.86 (m, 5H); 2.05-2.08 (m, 1H); 2.27-2.32 (m, 1H); 2.89 (tr, 2H, J=6.59 Hz); 4.0-4.13 (m, 4H); 4.6 (broad s, 1H); 5.23 (s,... Reactants: FC1=CC=C(C=C1)C=1C=CC(NN1)=O (6-(4-fluorophenyl)-3(2H)-pyridazinone), CC=1C(NN=C(C1)C1=CC=CC=C1)=O (4-methyl-6-phenyl-3(2H)-pyridazinone), COC=1C=C(C=CC1OC)C=1C=CC(NN1)=O (6-(3,4-dimethoxyphenyl)-3(2H)-pyridazinone), C1(=CC=CC=C1)N1N=C(C=CC1=O)C1=CC=CC=C1 (2,6-diphenyl-3(2H)-pyridazinone), OC=1C=C(C=CC1O)C=1C=CC(NN1)=O (6-(3,4-dihydroxyphenyl)-3(2H)-pyridazinone), C(C1=CC=CC=C1)N1N=C(C=CC1=O)C1=CC=CC=C1 (2-benzyl-6-phenyl-3(2H)-pyridazinone), CC1=CC(NN=C1C1=CC=CC=C1)=O (5-methyl-6-phenyl-3(2H)-pyridazinone), CN1N=C(C=CC1=O)C1=CC=CC=C1 (2-methyl-6-phenyl-3(2H)-pyridazinone), C1(=CC=CC=C1)C1=CC(NN=C1C1=CC=CC=C1)=O (5,6-diphenyl-3(2H)-pyridazinone), O(C1=CC=CC=C1)C1=CC=C(C=C1)C=1C=CC(NN1)=O (6-(4-phenoxyphenyl)-3(2H)-pyridazinone), ClC1=CC=C(C=C1)C=1C=CC(NN1)=O (6-(4-chlorophenyl)-3(2H)-pyridazinone), ClC=1C=C(C=CC1Cl)C=1C=CC(NN1)=O (6-(3,4-dichlorophenyl)-3(2H)-pyridazinone), CC1=CC=C(C=C1)C=1C=CC(NN1)=O (6-(4-methylphenyl)-3(2H)-pyridazinone). Yields the product C1(=CC=CC=C1)C=1C=CC(NN1)=O (6-phenyl-3(2H)-pyridazinone). Reaction SMILES: F[C:2]1[CH:7]=[CH:6][C:5]([C:8]2[CH:9]=[CH:10][C:11](=[O:14])[NH:12][N:13]=2)=[CH:4][CH:3]=1.ClC1C=CC(C2C=CC(=O)NN=2)=CC=1.ClC1C=C(C2C=CC(=O)NN=2)C=CC=1Cl.COC1C=C(C2C=CC(=O)NN=2)C=CC=1OC.OC1C=C(C2C=CC(=O)NN=2)C=CC=1O.CC1C=CC(C2C=CC(=O)NN=2)=CC=1.O(C1C=CC(C2C=CC(=O)NN=2)=CC=1)C1C=CC=CC=1.CC1C(C2C=CC=CC=2)=NNC(=O)C=1.C1(C2C(C3C=CC=CC=3)=NNC(=O)C=2)C=CC=CC=1.CC1C(=O)NN=C(C2C=CC=CC=2)C=1.CN1C(=O)C=CC(C2C=CC=CC=2)=N1.C1(N2C(=O)C=CC(C3C=CC=CC=3)=N2)C=CC=CC=1.C(N1C(=O)C=CC(C2C=CC=CC=2)=N1)C1C=CC=CC=1>>[C:5]1([C:8]2[CH:9]=[CH:10][C:11](=[O:14])[NH:12][N:13]=2)[CH:4]=[CH:3][CH:2]=[CH:7][CH:6]=1. Procedure: The following compounds are prepared according to the procedure set forth in Example 1: 6-(4-fluorophenyl)-3(2H)-pyridazinone; 6-(4-chlorophenyl)-3(2H)-pyridazinone; 6-(3,4-dichlorophenyl)-3(2H)-pyridazinone; 6-(3,4-dimethoxyphenyl)-3(2H)-pyridazinone; 6-(3,4-dihydroxyphenyl)-3(2H)-pyridazinone; 6-(4-methylphenyl)-3(2H)-pyridazinone; 6-(4-phenoxyphenyl)-3(2H)-pyridazinone; 5-methyl-6-phenyl-3(2H)-pyridazinone; 5,6-diphenyl-3(2H)-pyridazinone; 4-methyl-6-phenyl-3(2H)-pyridazinone; 2-methyl-6-phen... Reactants: CC(C)(C)OC(=O)C(C)(C)Sc1nc(CC(=O)O)cs1, CN(C)c1ccncc1, CC(C)N=C=NC(C)C, ClCCl, OCC1c2ccccc2-c2ccccc21. The product is CC(C)(C)OC(=O)C(C)(C)Sc1nc(CC(=O)OCC2c3ccccc3-c3ccccc32)cs1. Reaction SMILES: [C:1]([CH3:2])([CH3:3])([CH3:4])[O:5][C:6]([C:7]([CH3:8])([CH3:9])[S:10][c:11]1[s:12][cH:13][c:14]([CH2:16][C:17](=[O:18])[OH:19])[n:15]1)=[O:20].[CH3:48][N:49]([CH3:50])[c:51]1[cH:52][cH:53][n:54][cH:55][cH:56]1.[CH:36]([N:37]=[C:38]=[N:39][CH:40]([CH3:41])[CH3:42])([CH3:43])[CH3:44].[Cl:45][CH2:46][Cl:47].[cH:21]1[cH:22][cH:23][cH:24][c:25]2[c:33]1[CH:32]([CH2:34][OH:35])[c:31]1[c:26]-2[cH:27][cH:28][cH:29][cH:30]1>>[C:1]([CH3:2])([CH3:3])([CH3:4])[O:5][C:6]([C:7]([CH3:8])([CH3:9])[S:10][c:11]1[s:12][cH:13][c:14]([CH2:16][C:17](=[O:18])[O:19][CH2:34][CH:32]2[c:31]3[c:26]([cH:27][cH:28][cH:29][cH:30]3)-[c:25]3[cH:24][cH:23][cH:22][cH:21][c:33]32)[n:15]1)=[O:20]. Starting materials: CCN=C=NCCCN(C)C, CCc1nc(SC)nc(-c2cc(Cl)cc(Cl)c2)c1C(=O)O, ClCCl, Cl, Cl, NCCCc1ccccc1. RXN SMILES: [CH2:33]([N:34]=[C:35]=[N:36][CH2:37][CH2:38][CH2:39][N:40]([CH3:41])[CH3:42])[CH3:43].[Cl:1][c:2]1[cH:3][c:4](-[c:9]2[n:10][c:11]([S:20][CH3:21])[n:12][c:13]([CH2:18][CH3:19])[c:14]2[C:15](=[O:16])[OH:17])[cH:5][c:6]([Cl:8])[cH:7]1.[Cl:45][CH2:46][Cl:47].[ClH:32].[ClH:44].[c:22]1([CH2:28][CH2:29][CH2:30][NH2:31])[cH:23][cH:24][cH:25][cH:26][cH:27]1>>[Cl:1][c:2]1[cH:3][c:4](-[c:9]2[n:10][c:11]([S:20][CH3:21])[n:12][c:13]([CH2:18][CH3:19])[c:14]2[C:15](=[O:17])[NH:31][CH2:30][CH2:29][CH2:28][c:22]2[cH:23][cH:24][cH:25][cH:26][cH:27]2)[cH:5][c:6]([Cl:8])[cH:7]1. The product is CCc1nc(SC)nc(-c2cc(Cl)cc(Cl)c2)c1C(=O)NCCCc1ccccc1.